describe an organic reaction: reactants, conditions, products, and yield From a dataset of the Open Reaction Database (ORD), a public repository of structured organic reaction records. The reactants are ClC=1C=C(C(=O)Cl)C=CC1 (3-Chlorobenzoyl chloride), ONC(=N)N1CCN(CC1)C=1C=CC=2N(N1)C(=NN2)C(F)(F)F (N-hydroxy-4-[3-(trifluoromethyl)-[1,2,4]triazolo[4,3-b]pyridazin-6-yl]piperazine-1-carboximidamide), CCN(C(C)C)C(C)C (DIPEA). Run in C1CCOC1 (THF). Run at temperature 150 celsius, time 1 hour. Yields the product ClC=1C=C(C=CC1)C1=NC(=NO1)N1CCN(CC1)C=1C=CC=2N(N1)C(=NN2)C(F)(F)F (6-[4-[5-(3-chlorophenyl)-1,2,4-oxadiazol-3-yl]piperazin-1-yl]-3-(trifluoromethyl)[1,2,4]triazolo[4,3-b]pyridazine). RXN SMILES: [Cl:1][C:2]1[CH:3]=[C:4]([CH:8]=[CH:9][CH:10]=1)[C:5](Cl)=[O:6].O[NH:12][C:13]([N:15]1[CH2:20][CH2:19][N:18]([C:21]2[CH:22]=[CH:23][C:24]3[N:25]([C:27]([C:30]([F:33])([F:32])[F:31])=[N:28][N:29]=3)[N:26]=2)[CH2:17][CH2:16]1)=[NH:14].CCN(C(C)C)C(C)C>C1COCC1>[Cl:1][C:2]1[CH:3]=[C:4]([C:5]2[O:6][N:14]=[C:13]([N:15]3[CH2:16][CH2:17][N:18]([C:21]4[CH:22]=[CH:23][C:24]5[N:25]([C:27]([C:30]([F:33])([F:32])[F:31])=[N:28][N:29]=5)[N:26]=4)[CH2:19][CH2:20]3)[N:12]=2)[CH:8]=[CH:9][CH:10]=1. Procedure details: 3-Chlorobenzoyl chloride (92 mg, 0.53 mmol) was added to a stirred partial solution of N-hydroxy-4-[3-(trifluoromethyl)-[1,2,4]triazolo[4,3-b]pyridazin-6-yl]piperazine-1-carboximidamide (165 mg, 0.5 mmol) and DIPEA (97 mg, 0.75 mmol) in THF (3 mL). The reaction mixture became a clear solution over 30 minutes and LCMS after 1 hour showed complete initial acylation. The reaction mixture was heated at 150° C. for 15 minutes by microwave after which LCMS showed complete cyclisation to the desired pr... Yields the product COc1ccc(C(=O)c2c[nH]c3ccccc23)cc1. Reaction SMILES: [CH3:10][N:11]([C:12]([c:13]1[cH:14][cH:15][c:16]([O:19][CH3:20])[cH:17][cH:18]1)=[O:21])[CH3:22].[Na+:29].[OH-:28].[OH2:30].[P:23]([Cl:24])([Cl:25])([Cl:26])=[O:27].[nH:1]1[cH:2][cH:3][c:4]2[cH:5][cH:6][cH:7][cH:8][c:9]12>>[nH:1]1[cH:2][c:3]([C:12]([c:13]2[cH:14][cH:15][c:16]([O:19][CH3:20])[cH:17][cH:18]2)=[O:21])[c:4]2[cH:5][cH:6][cH:7][cH:8][c:9]12. Starting materials: COc1ccc(C(=O)N(C)C)cc1, [Na+], [OH-], O, O=P(Cl)(Cl)Cl, c1ccc2[nH]ccc2c1. The reactants are [H-].[Na+] (sodium hydride), ClCC(C)=O (chloroacetone), ice water, [OH-].[Na+] (NaOH), [Na] (sodium), C(#N)CC(C)=O (cyanoacetone), C(=S)=S (carbon disulphide), C(C)I (ethyl iodide). The product is C(C)SC=1SC(=C(C1C#N)C)C(C)=O (2-ethylthio-3-cyano-4-methyl-5-acetylthiophene). Reported procedure: To a suspension of 10.5 g of sodium salt of cyanoacetone in 200 ml of dimethylformamide 9.0 ml of carbon disulphide are gradually added while stirring cooling in ice and keeping under nitrogen, succeeded by 4.5 g of sodium hydride dispersion. After stirring for an hour with cooling, 8.4 ml of chloroacetone are added dropwise under the same reaction conditions. After stirring for another hour, 0.4 g of powdered NaOH are added and finally, after again stirring for another 0.5 hour, 8.0 ml of ethyl... The solvent is CN(C=O)C (dimethylformamide). Run at time 8 hour. Reaction SMILES: [Na].[C:2]([CH2:4][C:5](=O)[CH3:6])#[N:3].[H-].[Na+].Cl[CH2:11][C:12](=[O:14])[CH3:13].[OH-].[Na+].[CH2:17](I)[CH3:18].[C:20](=[S:22])=[S:21]>CN(C)C=O>[CH2:17]([S:22][C:20]1[S:21][C:11]([C:12](=[O:14])[CH3:13])=[C:5]([CH3:6])[C:4]=1[C:2]#[N:3])[CH3:18] |f:2.3,5.6,^1:0|.